From a dataset of the Open Reaction Database (ORD), a public repository of structured organic reaction records. describe an organic reaction: reactants, conditions, products, and yield The reactants are [Si](C)(C)(C(C)(C)C)OC1CCC(CC1)N1C(=NC2=C1C=CC(=C2)C(=O)NC2CCCC2)NC2=NN(C1=CC=C(C=C21)C2=C(C=CC=C2)OC)COCC[Si](C)(C)C (1-(4-(tert-butyldimethylsilyloxy)cyclohexyl)-N-cyclopentyl-2-(5-(2-methoxyphenyl)-1-((2-(trimethylsilyl)ethoxy)methyl)-1H-indazol-3-ylamino)-1H-benzo[d]imidazole-5-carboxamide), Cl (HCl). Solvent: C(C)O (ethanol). Run at temperature 78 celsius. Product: COC1=C(C=CC=C1)C=1C=C2C(=NNC2=CC1)NC1=NC2=C(N1[C@@H]1CC[C@H](CC1)O)C=CC(=C2)C(=O)NC2CCCC2 (2-(5-(2-methoxyphenyl)-1H-indazol-3-ylamino)-N-cyclopentyl-1-(trans-4-hydroxycyclohexyl)-1H-benzo[d]imidazole-5-carboxamide). RXN SMILES: [Si]([O:8][CH:9]1[CH2:14][CH2:13][CH:12]([N:15]2[C:19]3[CH:20]=[CH:21][C:22]([C:24]([NH:26][CH:27]4[CH2:31][CH2:30][CH2:29][CH2:28]4)=[O:25])=[CH:23][C:18]=3[N:17]=[C:16]2[NH:32][C:33]2[C:41]3[C:36](=[CH:37][CH:38]=[C:39]([C:42]4[CH:47]=[CH:46][CH:45]=[CH:44][C:43]=4[O:48][CH3:49])[CH:40]=3)[N:35](COCC[Si](C)(C)C)[N:34]=2)[CH2:11][CH2:10]1)(C(C)(C)C)(C)C.Cl>C(O)C>[CH3:49][O:48][C:43]1[CH:44]=[CH:45][CH:46]=[CH:47][C:42]=1[C:39]1[CH:40]=[C:41]2[C:36](=[CH:37][CH:38]=1)[NH:35][N:34]=[C:33]2[NH:32][C:16]1[N:15]([C@H:12]2[CH2:11][CH2:10][C@H:9]([OH:8])[CH2:14][CH2:13]2)[C:19]2[CH:20]=[CH:21][C:22]([C:24]([NH:26][CH:27]3[CH2:31][CH2:30][CH2:29][CH2:28]3)=[O:25])=[CH:23][C:18]=2[N:17]=1. Procedure details: A mixture of 1-(4-(tert-butyldimethylsilyloxy)cyclohexyl)-N-cyclopentyl-2-(5-(2-methoxyphenyl)-1-((2-(trimethylsilyl)ethoxy)methyl)-1H-indazol-3-ylamino)-1H-benzo[d]imidazole-5-carboxamide (15 mg, 0.000018 mol), HCl (300 uL, 0.01 M) and ethanol (1.2 mL) was heated at reflux 78° C. for 2 hours. The mixture was concentrated and purified by HPLC. The product fractions were lyopholized to yield the title compound. Reactants: FC1=CC=C(C=C1)NC(=O)C1(CC1)C(=O)Cl (1-(4-fluoro-phenylcarbamoyl)-cyclopropanecarbonyl chloride), COC=1C=C2C(=CC=NC2=CC1OC)OC1=CC=C(C=C1)N (4-(6,7-dimethoxy-quinoline-4-yloxy)-phenylamine), C([O-])([O-])=O.[K+].[K+] (potassium carbonate). Solvent: C1CCOC1 (THF), O (water), O (water). Conditions: temperature 22.5 celsius, time 10 hour. Yields the product FC1=CC=C(C=C1)NC(=O)C1(CC1)C(=O)NC1=CC=C(C=C1)OC1=CC=NC2=CC(=C(C=C12)OC)OC (cyclopropane-1,1-dicarboxylic acid [4-(6,7-dimethoxy-quinoline-4-yloxy)-phenyl]-amide(4-fluoro-phenyl)-amide). RXN SMILES: [F:1][C:2]1[CH:7]=[CH:6][C:5]([NH:8][C:9]([C:11]2([C:14](Cl)=[O:15])[CH2:13][CH2:12]2)=[O:10])=[CH:4][CH:3]=1.[CH3:17][O:18][C:19]1[CH:20]=[C:21]2[C:26](=[CH:27][C:28]=1[O:29][CH3:30])[N:25]=[CH:24][CH:23]=[C:22]2[O:31][C:32]1[CH:37]=[CH:36][C:35]([NH2:38])=[CH:34][CH:33]=1.C(=O)([O-])[O-].[K+].[K+]>C1COCC1.O>[F:1][C:2]1[CH:7]=[CH:6][C:5]([NH:8][C:9]([C:11]2([C:14]([NH:38][C:35]3[CH:36]=[CH:37][C:32]([O:31][C:22]4[C:21]5[C:26](=[CH:27][C:28]([O:29][CH3:30])=[C:19]([O:18][CH3:17])[CH:20]=5)[N:25]=[CH:24][CH:23]=4)=[CH:33][CH:34]=3)=[O:15])[CH2:13][CH2:12]2)=[O:10])=[CH:4][CH:3]=1 |f:2.3.4|. Reported procedure: The solution from the previous step containing 1-(4-fluoro-phenylcarbamoyl)-cyclopropanecarbonyl chloride was added to a mixture of compound 4-(6,7-dimethoxy-quinoline-4-yloxy)-phenylamine (23.5 kg) and potassium carbonate (31.9 kg) in THF (245.7 kg) and water (116 L) at a rate such that the batch temperature did not exceed 30° C. When the reaction was complete (in approximately 20 minutes), water (653 L) was added. The mixture was stirred at 20 to 25° C. for approximately 10 hours, which result... Reactants: C(#N)C=1NC2=CC=C(C=C2C1)C(COS(=O)(=O)C)C1=CC=CC=C1 (methanesulfonic acid 2-(2-cyano-1H-indol-5-yl)-2-phenyl-ethyl ester), CN (methylamine). Yields the product CNCC(C1=CC=CC=C1)C=1C=C2C=C(NC2=CC1)C#N (5-(2-methylamino-1-phenyl-ethyl)-1H-indole-2-carbonitrile). As a reaction SMILES: [C:1]([C:3]1[NH:4][C:5]2[C:10]([CH:11]=1)=[CH:9][C:8]([CH:12]([C:19]1[CH:24]=[CH:23][CH:22]=[CH:21][CH:20]=1)[CH2:13]OS(C)(=O)=O)=[CH:7][CH:6]=2)#[N:2].[CH3:25][NH2:26]>>[CH3:25][NH:26][CH2:13][CH:12]([C:8]1[CH:9]=[C:10]2[C:5](=[CH:6][CH:7]=1)[NH:4][C:3]([C:1]#[N:2])=[CH:11]2)[C:19]1[CH:24]=[CH:23][CH:22]=[CH:21][CH:20]=1. Reported procedure: A mixture of methanesulfonic acid 2-(2-cyano-1H-indol-5-yl)-2-phenyl-ethyl ester CCLXXI (0.24 g) and a solution of methylamine (33% in EtOH, 15 mL) was heated at reflux for 2 hours. The resulting mixture was evaporated under reduced pressure and the residue was purified by flash chromatography (DCM/(DCM+MeOH+NH4OH 60/10/1), 70/30 to 50/50) to give 80 mg of 5-(2-methylamino-1-phenyl-ethyl)-1H-indole-2-carbonitrile CCLXXII as a light yellow foam. MS=290 [M+H]+. Starting materials: BrC=1C=C2C(=CN(C2=CC1)CC1CC1)CC(=O)O (2-[5-bromo-1-(cyclopropylmethyl)-1H-indol-3-yl]acetic acid), S1C(=CC=C1)B(O)O (2-thiopheneboronic acid), (C6H5)4Pd, C(=O)([O-])[O-].[Na+].[Na+] (Na2CO3). Run in C1=CC=CC=C1.CCO.O (benzene EtOH H2O). Reaction conditions: temperature 85 celsius. Yields the product C1(CC1)CN1C=C(C2=CC(=CC=C12)C=1SC=CC1)CC(=O)O (2-[1-(cyclopropylmethyl)-5-(2-thienyl)-1H-indol-3-yl]acetic acid). Yield: 79.3%. Reaction SMILES: Br[C:2]1[CH:3]=[C:4]2[C:8](=[CH:9][CH:10]=1)[N:7]([CH2:11][CH:12]1[CH2:14][CH2:13]1)[CH:6]=[C:5]2[CH2:15][C:16]([OH:18])=[O:17].[S:19]1[CH:23]=[CH:22][CH:21]=[C:20]1B(O)O.C([O-])([O-])=O.[Na+].[Na+]>C1C=CC=CC=1.CCO.O>[CH:12]1([CH2:11][N:7]2[C:8]3[C:4](=[CH:3][C:2]([C:20]4[S:19][CH:23]=[CH:22][CH:21]=4)=[CH:10][CH:9]=3)[C:5]([CH2:15][C:16]([OH:18])=[O:17])=[CH:6]2)[CH2:14][CH2:13]1 |f:2.3.4,5.6.7|. Procedure details: To a sealed tube containing 2-[5-bromo-1-(cyclopropylmethyl)-1H-indol-3-yl]acetic acid (100 mg, 0.32 mmol), 2-thiopheneboronic acid (124 mg, 0.97 mmol), (C6H5)4Pd (37 mg, 0.032 mmol), Na2CO3 (2.6 mmol) in a mixture of benzene/EtOH/H2O (5/1/3, 4.5 mL) was heated at 85° C. for 19 h. The mixture was poured onto diethyl ether and adjusted to pH 3 before extracting with diethyl ether. The mixture was washed with NaH2PO4, dried over MgSO4 and evaporated to give the crude product which was purified on ...